Dataset: the Open Reaction Database (ORD), a public repository of structured organic reaction records. Task: describe an organic reaction: reactants, conditions, products, and yield Starting materials: COC1=C(C=CC=C1)N1CCN(CC1)CCN1C(NC2=CC=C(C(=C2C1=O)OC)OC)=O (3-{2-[4-(2-methoxyphenyl)-1-piperazinyl]ethyl}-5,6-dimethoxyquinazolin-2,4-(1H,3H)dione). The solvent is Br (hydrobromic acid), C(C)(=O)O (acetic acid). Product: OC1=C2C(N(C(NC2=CC=C1O)=O)CCN1CCN(CC1)C1=C(C=CC=C1)OC)=O (5,6-dihydroxy-3-2-[4-(2-methoxyphenyl)-1-piperazinyl]ethyl quinazolin-2,4(1H,3H)-dione), ( A ). The yield is 47.1%. RXN SMILES: [CH3:1][O:2][C:3]1[CH:8]=[CH:7][CH:6]=[CH:5][C:4]=1[N:9]1[CH2:14][CH2:13][N:12]([CH2:15][CH2:16][N:17]2[C:26](=[O:27])[C:25]3[C:20](=[CH:21][CH:22]=[C:23]([O:30]C)[C:24]=3[O:28]C)[NH:19][C:18]2=[O:32])[CH2:11][CH2:10]1>Br.C(O)(=O)C>[OH:28][C:24]1[C:23]([OH:30])=[CH:22][CH:21]=[C:20]2[C:25]=1[C:26](=[O:27])[N:17]([CH2:16][CH2:15][N:12]1[CH2:13][CH2:14][N:9]([C:4]3[CH:5]=[CH:6][CH:7]=[CH:8][C:3]=3[O:2][CH3:1])[CH2:10][CH2:11]1)[C:18](=[O:32])[NH:19]2. Reported procedure: A solution of 3-{2-[4-(2-methoxyphenyl)-1-piperazinyl]ethyl}-5,6-dimethoxyquinazolin-2,4-(1H,3H)dione (1.6 g. 2.66M) in hydrobromic acid (48% aqueous, 9.6 ml) and glacial acetic acid (26.2 ml) was heated at reflux for 18 hours. The reaction mixture was cooled and the resulting solid was filtered, washed with ether (30 ml), hexane (30 ml) and dried under high vacuum at 62° C. overnight to give a crude product as a white solid. The crude product was recrystallized from methanol (75 ml). The produc...